Dataset: the Open Reaction Database (ORD), a public repository of structured organic reaction records. Task: describe an organic reaction: reactants, conditions, products, and yield Reactants: C1CCOC1, COC1CCC=CO1. The product is COC1CCC(O)CO1. RXN SMILES: [CH2:9]1[CH2:12][CH2:11][CH2:10][O:13]1.[CH3:1][O:2][CH:3]1[O:4][CH:5]=[CH:6][CH2:7][CH2:8]1>>[CH3:1][O:2][CH:3]1[O:4][CH2:5][CH:6]([OH:13])[CH2:7][CH2:8]1. Reactants: [BH4-], CCO, CO, CCOC(C)=O, [Cl-], CN(c1ccc(F)c(NC(=O)C(F)(F)F)c1)c1ccc2nc(NC(=O)C3CC3)sc2n1, [NH4+], [Na+]. Yields the product CN(c1ccc(F)c(N)c1)c1ccc2nc(NC(=O)C3CC3)sc2n1. Reaction SMILES: [BH4-:1].[CH3:38][CH2:39][OH:40].[CH3:3][OH:4].[CH3:41][CH2:42][O:43][C:44](=[O:45])[CH3:46].[Cl-:36].[F:5][c:6]1[c:7]([NH:29][C:30](=[O:31])[C:32]([F:33])([F:34])[F:35])[cH:8][c:9]([N:12]([c:13]2[cH:14][cH:15][c:16]3[c:17]([n:18]2)[s:19][c:20]([NH:22][C:23](=[O:24])[CH:25]2[CH2:26][CH2:27]2)[n:21]3)[CH3:28])[cH:10][cH:11]1.[NH4+:37].[Na+:2]>>[F:5][c:6]1[c:7]([NH2:29])[cH:8][c:9]([N:12]([c:13]2[cH:14][cH:15][c:16]3[c:17]([n:18]2)[s:19][c:20]([NH:22][C:23](=[O:24])[CH:25]2[CH2:26][CH2:27]2)[n:21]3)[CH3:28])[cH:10][cH:11]1. Reactants: CNCC(OC)OC, Cc1ccccc1, CCOC(=O)Nc1ccc(Oc2ccc(Cl)c(Cl)c2)c(SCC)c1. Yields the product CCSc1cc(NC(=O)N(C)CC(OC)OC)ccc1Oc1ccc(Cl)c(Cl)c1. RXN SMILES: [CH3:25][O:26][CH:27]([CH2:28][NH:29][CH3:30])[O:31][CH3:32].[CH3:33][c:34]1[cH:35][cH:36][cH:37][cH:38][cH:39]1.[Cl:1][c:2]1[cH:3][c:4]([O:5][c:6]2[c:7]([S:18][CH2:19][CH3:20])[cH:8][c:9]([NH:12][C:13]([O:14][CH2:15][CH3:16])=[O:17])[cH:10][cH:11]2)[cH:21][cH:22][c:23]1[Cl:24]>>[Cl:1][c:2]1[cH:3][c:4]([O:5][c:6]2[c:7]([S:18][CH2:19][CH3:20])[cH:8][c:9]([NH:12][C:13](=[O:17])[N:29]([CH2:28][CH:27]([O:26][CH3:25])[O:31][CH3:32])[CH3:30])[cH:10][cH:11]2)[cH:21][cH:22][c:23]1[Cl:24]. The reactants are O=C(O)c1cccc(Br)n1, CCOC(=O)CCc1cccc(N)c1. Product: CCOC(=O)CCc1cccc(NC(=O)c2cccc(Br)n2)c1. As a reaction SMILES: [Br:1][c:2]1[cH:3][cH:4][cH:5][c:6]([C:8](=[O:9])[OH:10])[n:7]1.[CH2:11]([CH3:12])[O:13][C:14]([CH2:15][CH2:16][c:17]1[cH:18][c:19]([NH2:23])[cH:20][cH:21][cH:22]1)=[O:24]>>[Br:1][c:2]1[cH:3][cH:4][cH:5][c:6]([C:8](=[O:10])[NH:23][c:19]2[cH:18][c:17]([CH2:16][CH2:15][C:14]([O:13][CH2:11][CH3:12])=[O:24])[cH:22][cH:21][cH:20]2)[n:7]1. Reactants: COC(=O)c1ccc(-c2cc(N)n[nH]2)cc1, Nc1cc[nH]n1, C1CCOC1, O=C1Nc2ccccc2C1=CO. Product: COC(=O)c1ccc(-c2cc(NC=C3C(=O)Nc4ccccc43)n[nH]2)cc1. RXN SMILES: [CH3:19][O:20][C:21]([c:22]1[cH:23][cH:24][c:25](-[c:28]2[nH:29][n:30][c:31]([NH2:33])[cH:32]2)[cH:26][cH:27]1)=[O:34].[NH2:1][c:2]1[cH:3][cH:4][nH:5][n:6]1.[O:35]1[CH2:36][CH2:37][CH2:38][CH2:39]1.[OH:7][CH:8]=[C:9]1[C:10](=[O:18])[NH:11][c:12]2[cH:13][cH:14][cH:15][cH:16][c:17]21>>[CH:8](=[C:9]1[C:10](=[O:18])[NH:11][c:12]2[cH:13][cH:14][cH:15][cH:16][c:17]21)[NH:33][c:31]1[n:30][nH:29][c:28](-[c:25]2[cH:24][cH:23][c:22]([C:21]([O:20][CH3:19])=[O:34])[cH:27][cH:26]2)[cH:32]1. Starting materials: C(#N)C=1C=C(COC2=CC=3C(=C4N(C3C=C2)CCC4CC(=O)OC(C)(C)C)I)C=CC1OC(C)C (tert-Butyl 2-(7-(3-cyano-4-isopropoxybenzyloxy)-9-iodo-2,3-dihydro-1H-pyrrolo[1,2-a]indol-1-yl)acetate), C1CCOC1 (THF), Bis(tri-t-butylphosphine)Pd(0), [Cl-].C[Zn+] (methylzinc chloride), C1CCOC1 (THF). Reaction conditions: temperature 70 celsius, time 2 hour. The product is C(#N)C=1C=C(COC2=CC=3C(=C4N(C3C=C2)CCC4CC(=O)OC(C)(C)C)C)C=CC1OC(C)C (tert-Butyl 2-(7-(3-Cyano-4-isopropoxybenzyloxy)-9-methyl-2,3-dihydro-1H-pyrrolo[1,2-a]indol-1-yl)acetate). Isolated yield 81.0%. As a reaction SMILES: [C:1]([C:3]1[CH:4]=[C:5]([CH:29]=[CH:30][C:31]=1[O:32][CH:33]([CH3:35])[CH3:34])[CH2:6][O:7][C:8]1[CH:16]=[CH:15][C:14]2[N:13]3[CH2:17][CH2:18][CH:19]([CH2:20][C:21]([O:23][C:24]([CH3:27])([CH3:26])[CH3:25])=[O:22])[C:12]3=[C:11](I)[C:10]=2[CH:9]=1)#[N:2].[CH2:36]1COCC1.[Cl-].C[Zn+]>>[C:1]([C:3]1[CH:4]=[C:5]([CH:29]=[CH:30][C:31]=1[O:32][CH:33]([CH3:35])[CH3:34])[CH2:6][O:7][C:8]1[CH:16]=[CH:15][C:14]2[N:13]3[CH2:17][CH2:18][CH:19]([CH2:20][C:21]([O:23][C:24]([CH3:27])([CH3:26])[CH3:25])=[O:22])[C:12]3=[C:11]([CH3:36])[C:10]=2[CH:9]=1)#[N:2] |f:2.3|. Procedure: tert-Butyl 2-(7-(3-cyano-4-isopropoxybenzyloxy)-9-iodo-2,3-dihydro-1H-pyrrolo[1,2-a]indol-1-yl)acetate (0.717 g, 1.223 mmol) was dissolved in anhydrous THF (12.2 mL, 1.223 mmol). The solution was degassed with nitrogen for about 5 min using a syringe needle. Bis(tri-t-butylphosphine)Pd(0) (0.056 g, 0.110 mmol) and 2.0 M methylzinc chloride in THF (1.83 mL, 3.67 mmol) were added. The reaction vessel was purged with nitrogen, sealed, and heated at 70° C. After 2 h, the reaction mixture was cooled ...